This data is from the Open Reaction Database (ORD), a public repository of structured organic reaction records. The task is: describe an organic reaction: reactants, conditions, products, and yield Starting materials: CC(C)(C)O, [O-][Cl+][O-], NS(=O)(=O)O, [Na+], O=CCC1(c2ccccc2)CCCC1. Product: O=C(O)CC1(c2ccccc2)CCCC1. As a reaction SMILES: [C:24]([OH:25])([CH3:26])([CH3:27])[CH3:28].[Cl+:6]([O-:7])[O-:8].[NH2:1][S:2](=[O:3])(=[O:4])[OH:5].[Na+:9].[c:10]1([C:16]2([CH2:21][CH:22]=[O:23])[CH2:17][CH2:18][CH2:19][CH2:20]2)[cH:11][cH:12][cH:13][cH:14][cH:15]1>>[OH:7][C:22]([CH2:21][C:16]1([c:10]2[cH:11][cH:12][cH:13][cH:14][cH:15]2)[CH2:17][CH2:18][CH2:19][CH2:20]1)=[O:23]. Reactants: c1ccc2c(c1)CCNC2, CN(C)C=O, CCOC(C)=O, O=[N+]([O-])c1cccnc1Cl, [Na+], [Na+], O=C([O-])[O-]. Yields the product O=[N+]([O-])c1cccnc1N1CCc2ccccc2C1. Reaction SMILES: [CH2:11]1[NH:12][CH2:13][CH2:14][c:15]2[cH:16][cH:17][cH:18][cH:19][c:20]21.[CH3:27][N:28]([CH3:29])[CH:30]=[O:31].[CH3:32][CH2:33][O:34][C:35](=[O:36])[CH3:37].[Cl:1][c:2]1[n:3][cH:4][cH:5][cH:6][c:7]1[N+:8](=[O:9])[O-:10].[Na+:21].[Na+:22].[O-:23][C:24](=[O:25])[O-:26]>>[c:2]1([N:12]2[CH2:11][c:20]3[c:15]([cH:16][cH:17][cH:18][cH:19]3)[CH2:14][CH2:13]2)[n:3][cH:4][cH:5][cH:6][c:7]1[N+:8](=[O:9])[O-:10].